From a dataset of the Open Reaction Database (ORD), a public repository of structured organic reaction records. describe an organic reaction: reactants, conditions, products, and yield Starting materials: O=C(C=1C=CC=CC1Cl)N(CCCCCC)CCCCCC. Reagents/catalysts: O=C(NC=1C=CC=CC1C=2C=NC(=CC2)C3=NC=CC=C3)NC4CCCCC4, O1B(OC(C)(C)C1(C)C)B2OC(C)(C)C(O2)(C)C, C[OH2+].C[OH2+].C1CC=CCCC=C1.C1CC=CCCC=C1.[Ir].[Ir]. Solvent: C=1C=C(C=CC1C)C. Reaction conditions: temperature 25 celsius, time 16 hour. The product is O=C(C1=CC(=CC=C1Cl)B2OC(C)(C)C(O2)(C)C)N(CCCCCC)CCCCCC, O=C(C1=CC=C(C=C1Cl)B2OC(C)(C)C(O2)(C)C)N(CCCCCC)CCCCCC. The yield is 7.0%. The reactants are C(C(C)C)OC1=CC=CC2=C1C(=NO2)OCC2CCNCC2 (4-Isobutoxy-3-(piperidin-4-ylmethoxy)-1,2-benzisoxazole), CC(C(=O)OC)(C=O)C (methyl 2,2-dimethyl-3-oxopropanoate), C(=O)C1(CCC1)C(=O)OC (methyl 1-formylcyclobutanecarboxylate). Product: C(C(C)C)OC1=CC=CC2=C1C(=NO2)OCC2CCN(CC2)CC(C(=O)OC)(C)C (Methyl 3-(4-{[(4-isobutoxy-1,2-benzisoxazol-3-yl)oxy]methyl}piperidin-1-yl)-2,2-dimethylpropanoate). Reaction SMILES: [CH2:1]([O:5][C:6]1[C:11]2[C:12]([O:15][CH2:16][CH:17]3[CH2:22][CH2:21][NH:20][CH2:19][CH2:18]3)=[N:13][O:14][C:10]=2[CH:9]=[CH:8][CH:7]=1)[CH:2]([CH3:4])[CH3:3].[CH3:23][C:24]([CH3:31])([CH:29]=O)[C:25]([O:27][CH3:28])=[O:26].C(C1(C(OC)=O)CCC1)=O>>[CH2:1]([O:5][C:6]1[C:11]2[C:12]([O:15][CH2:16][CH:17]3[CH2:22][CH2:21][N:20]([CH2:23][C:24]([CH3:31])([CH3:29])[C:25]([O:27][CH3:28])=[O:26])[CH2:19][CH2:18]3)=[N:13][O:14][C:10]=2[CH:9]=[CH:8][CH:7]=1)[CH:2]([CH3:4])[CH3:3]. Procedure details: The title compound was prepared according to the procedure described in Step 3 of EXAMPLE 2 using 4-isobutoxy-3-(piperidin-4-ylmethoxy)-1,2-benzisoxazole (EXAMPLE 10, Step 1) and methyl 2,2-dimethyl-3-oxopropanoate (0.96 mg, 0.74 mmol, Tetrahedron Asymmetry 2003, 14, 3371-3378) instead of 3-(piperidin-4-ylmethoxy)-4-(2,2,2-trifluoroethoxy)-1,2-benzisoxazole and methyl 1-formylcyclobutanecarboxylate. Starting materials: BrC1=CC(=NC2=CC=C(C=C12)C(O)(C=1SC=CN1)C1=CC=C(C=C1)Cl)OC(C)(C)C ([4-bromo-2-(tert-butoxy)quinolin-6-yl](4-chlorophenyl)1,3-thiazol-2-ylmethanol), O (H2O), Cl (hydrogen chloride), Cl[Sn]Cl (SnCl2). Solvent: CC(=O)O (AcOH). Conditions: temperature 100 celsius, time 40 minute. Product: BrC1=CC(=NC2=CC=C(C=C12)C(C=1SC=CN1)C1=CC=C(C=C1)Cl)O (4-bromo-6-[(4-chlorophenyl)(1,3-thiazol-2-yl)methyl]quinolin-2-ol). As a reaction SMILES: [Br:1][C:2]1[C:11]2[C:6](=[CH:7][CH:8]=[C:9]([C:12]([C:19]3[CH:24]=[CH:23][C:22]([Cl:25])=[CH:21][CH:20]=3)([C:14]3[S:15][CH:16]=[CH:17][N:18]=3)O)[CH:10]=2)[N:5]=[C:4]([O:26]C(C)(C)C)[CH:3]=1.Cl.Cl[Sn]Cl.O>CC(O)=O>[Br:1][C:2]1[C:11]2[C:6](=[CH:7][CH:8]=[C:9]([CH:12]([C:19]3[CH:24]=[CH:23][C:22]([Cl:25])=[CH:21][CH:20]=3)[C:14]3[S:15][CH:16]=[CH:17][N:18]=3)[CH:10]=2)[N:5]=[C:4]([OH:26])[CH:3]=1. Reported procedure: Into a 250-mL round-bottom flask, was placed [4-bromo-2-(tert-butoxy)quinolin-6-yl](4-chlorophenyl)1,3-thiazol-2-ylmethanol (5.5 g, 10.92 mmol, 1.00 equip), AcOH (78 mL), hydrogen chloride (13 mL), and SnCl2.2 H2O (7.4 g, 32.80 mmol, 3.00 equip). The resulting solution was stirred for 40 min at 100° C. The resulting mixture was concentrated under vacuum. The resulting solution was diluted with water (200 mL). The resulting solution was extracted with DCM (3×200 mL) and the organic layers combine... Starting materials: CC1=CC=C(C=N1)C1=NC2=CC=CC=C2C(N1C1=CC=C(C=C1)NC(C)=O)=O (N-(4-(2-(6-methylpyridin-3-yl)-4-oxoquinazolin-3(4H)-yl)phenyl)acetamide), [OH-].[Na+] (NaOH). The solvent is Cl (HCl). The product is NC1=CC=C(C=C1)N1C(=NC2=CC=CC=C2C1=O)C=1C=NC(=CC1)C (3-(4-aminophenyl)-2-(6-methylpyridin-3-yl)quinazolin-4(3H)-one). The yield is 101.5%. Reaction SMILES: [CH3:1][C:2]1[N:7]=[CH:6][C:5]([C:8]2[N:17]([C:18]3[CH:23]=[CH:22][C:21]([NH:24]C(=O)C)=[CH:20][CH:19]=3)[C:16](=[O:28])[C:15]3[C:10](=[CH:11][CH:12]=[CH:13][CH:14]=3)[N:9]=2)=[CH:4][CH:3]=1.[OH-].[Na+]>Cl>[NH2:24][C:21]1[CH:20]=[CH:19][C:18]([N:17]2[C:16](=[O:28])[C:15]3[C:10](=[CH:11][CH:12]=[CH:13][CH:14]=3)[N:9]=[C:8]2[C:5]2[CH:6]=[N:7][C:2]([CH3:1])=[CH:3][CH:4]=2)=[CH:23][CH:22]=1 |f:1.2|. Procedure details: N-(4-(2-(6-methylpyridin-3-yl)-4-oxoquinazolin-3(4H)-yl)phenyl)acetamide (0.130 g, 0.33 mmol) was refluxed in 2 N HCl for 1 hour. The mixture was cooled to room temperature and basified with 1 N NaOH, and extracted with CH2Cl2. The organics were washed with brine, dried (Na2SO4), filtered, and concentrated in vacuo, to afford 3-(4-aminophenyl)-2-(6-methylpyridin-3-yl)quinazolin-4(3H)-one (0.110 g, quantitative). Reactants: COC=1C=C2CCCC(C2=CC1)=O (6-methoxy-3,4-dihydro-1(2H)-naphthalenone), ICCCC (iodobutane), [H-].[Na+] (NaH). Solvent: O1CCCC1 (tetrahydrofuran). Conditions: time 15.5 hour. Product: C(CCC)C1C(C2=CC=C(C=C2CC1)OC)=O (2-butyl-6-methoxy-3,4-dihydro-1(2H)-naphthalenone). Reaction SMILES: [CH3:1][O:2][C:3]1[CH:4]=[C:5]2[C:10](=[CH:11][CH:12]=1)[C:9](=[O:13])[CH2:8][CH2:7][CH2:6]2.I[CH2:15][CH2:16][CH2:17][CH3:18].[H-].[Na+]>O1CCCC1>[CH2:15]([CH:8]1[CH2:7][CH2:6][C:5]2[C:10](=[CH:11][CH:12]=[C:3]([O:2][CH3:1])[CH:4]=2)[C:9]1=[O:13])[CH2:16][CH2:17][CH3:18] |f:2.3|. Procedure: A mixture of 6-methoxy-3,4-dihydro-1(2H)-naphthalenone (400 mg, 2.27 mmol), iodobutane (0.284 mL, 2.5 mmol), NaH (98 mg of a 61.1% dispersion in mineral oil, 2.5 mmol), and anhydrous tetrahydrofuran (THF, 1 mL) was placed under a N2 atmosphere and stirred at room temperature for 15.5 hours. The mixture was partitioned between EtOAc (20 mL) and water (30 mL) containing 2N HCl (3 mL). The organic phase was washed with brine (20 mL), dried over MgSO4, filtered, and evaporated under vacuum to afford... Reported procedure: The title compound is prepared from (2,4-dichloro-3-isothiocyanato-benzyl)-carbamic acid tert-butyl ester (3.15 g, 9.45 mmol), 5,6-diamino-2-(2,2-difluoro-ethoxy)-N-(trans-4-trifluoromethyl-cyclohexyl)-nicotinamide (3.60 g, 9.42 mmol), EDC (2.0 g, 10.4 mmol) in MeCN (40 ml) in analogy to example 5c. The reactants are C(C)(C)(C)OC(NCC1=C(C(=C(C=C1)Cl)N=C=S)Cl)=O ((2,4-dichloro-3-isothiocyanato-benzyl)-carbamic acid tert-butyl ester), NC=1C(=NC(=C(C(=O)N[C@@H]2CC[C@H](CC2)C(F)(F)F)C1)OCC(F)F)N (5,6-diamino-2-(2,2-difluoro-ethoxy)-N-(trans-4-trifluoromethyl-cyclohexyl)-nicotinamide), C(CCl)Cl (EDC). Product: C(C)(C)(C)OC(NCC1=C(C(=C(C=C1)Cl)NC1=NC=2C(=NC(=C(C2)C(N[C@@H]2CC[C@H](CC2)C(F)(F)F)=O)OCC(F)F)N1)Cl)=O (N-{2,4-Dichloro-3-[6-(trans-4-trifluoromethyl-cyclohexylcarbamoyl)-5-(2,2-difluoro-ethoxy)-3H-imidazo[4,5-b]pyridin-2-ylamino]benzyl}-carbamic acid tert-butyl ester). Reaction SMILES: [C:1]([O:5][C:6](=[O:20])[NH:7][CH2:8][C:9]1[CH:14]=[CH:13][C:12]([Cl:15])=[C:11]([N:16]=[C:17]=S)[C:10]=1[Cl:19])([CH3:4])([CH3:3])[CH3:2].[NH2:21][C:22]1[C:23]([NH2:46])=[N:24][C:25]([O:41][CH2:42][CH:43]([F:45])[F:44])=[C:26]([CH:40]=1)[C:27]([NH:29][C@H:30]1[CH2:35][CH2:34][C@H:33]([C:36]([F:39])([F:38])[F:37])[CH2:32][CH2:31]1)=[O:28].C(Cl)CCl>CC#N>[C:1]([O:5][C:6](=[O:20])[NH:7][CH2:8][C:9]1[CH:14]=[CH:13][C:12]([Cl:15])=[C:11]([NH:16][C:17]2[NH:46][C:23]3=[N:24][C:25]([O:41][CH2:42][CH:43]([F:45])[F:44])=[C:26]([C:27](=[O:28])[NH:29][C@H:30]4[CH2:31][CH2:32][C@H:33]([C:36]([F:38])([F:37])[F:39])[CH2:34][CH2:35]4)[CH:40]=[C:22]3[N:21]=2)[C:10]=1[Cl:19])([CH3:4])([CH3:3])[CH3:2]. Solvent: CC#N (MeCN). Starting materials: CN(C(OC(C)(C)C)=O)CC1=CN(C(=C1)C=1C(N(C=CC1)C)=O)S(=O)(=O)C1=CC=CC=C1 (tert-Butyl methyl{[5-(1-methyl-2-oxo-1,2-dihydropyridin-3-yl)-1-(phenylsulfonyl)-1H-pyrrol-3-yl]methyl}carbamate), C(C)(=O)OCC.Cl (hydrogen chloride-ethyl acetate). Solvent: C(C)(=O)OCC (ethyl acetate), C(C)O (ethanol). Run at time 2 hour. The product is Cl.CN1C(C(=CC=C1)C=1N(C=C(C1)CNC)S(=O)(=O)C1=CC=CC=C1)=O (1-methyl-3-{4-[(methylamino)methyl]-1-(phenylsulfonyl)-1H-pyrrol-2-yl}pyridin-2(1H)-one hydrochloride). Yield: 78.0%. As a reaction SMILES: [CH3:1][N:2]([CH2:10][C:11]1[CH:15]=[C:14]([C:16]2[C:17](=[O:23])[N:18]([CH3:22])[CH:19]=[CH:20][CH:21]=2)[N:13]([S:24]([C:27]2[CH:32]=[CH:31][CH:30]=[CH:29][CH:28]=2)(=[O:26])=[O:25])[CH:12]=1)C(=O)OC(C)(C)C.C(OCC)(=O)C.[ClH:39]>C(OCC)(=O)C.C(O)C>[ClH:39].[CH3:22][N:18]1[CH:19]=[CH:20][CH:21]=[C:16]([C:14]2[N:13]([S:24]([C:27]3[CH:28]=[CH:29][CH:30]=[CH:31][CH:32]=3)(=[O:26])=[O:25])[CH:12]=[C:11]([CH2:10][NH:2][CH3:1])[CH:15]=2)[C:17]1=[O:23] |f:1.2,5.6|. Reported procedure: tert-Butyl methyl{[5-(1-methyl-2-oxo-1,2-dihydropyridin-3-yl)-1-(phenylsulfonyl)-1H-pyrrol-3-yl]methyl}carbamate (9.9 mg) was dissolved in ethyl acetate (0.5 mL) and ethanol (0.5 mL), and 4 mol/L hydrogen chloride-ethyl acetate solution (1 mL) was added. After stirring at room temperature for 2 hr, the reaction mixture was concentrated under reduced pressure. The residue was solidified with diisopropyl ether to give the title compound as a pale-gray solid (yield 5.7 mg, 78%).